The task is: describe an organic reaction: reactants, conditions, products, and yield. This data is from the Open Reaction Database (ORD), a public repository of structured organic reaction records. Starting materials: CCS, CCCO, CCSSCC, Oc1ccccc1, [Zr]. Yields the product CCSc1ccccc1O. Reaction SMILES: [CH2:14]([SH:15])[CH3:16].[CH2:17]([OH:18])[CH2:19][CH3:20].[CH2:8]([CH3:9])[S:10][S:11][CH2:12][CH3:13].[OH:1][c:2]1[cH:3][cH:4][cH:5][cH:6][cH:7]1.[Zr:21]>>[OH:1][c:2]1[c:3]([S:10][CH2:8][CH3:9])[cH:4][cH:5][cH:6][cH:7]1. Reactants: C(C)N(C1=C(C=CC(=C1)OC)C1CC=2C=CC(=CC2CC1)OC(C(C)(C)C)=O)C(C1=CC=C(C=C1)O)=O (pivalic acid 6-{2-[ethyl(4-hydroxybenzoyl)amino]-4-methoxyphenyl}-5,6,7,8-tetrahydronaphthalen-2-yl ester), ClCC(=O)N1CCN(CC1)CC (2-chloro-1-(4-ethylpiperazin-1-yl)ethanone). Product: C(C)N(C1=C(C=CC(=C1)OC)C1CC=2C=CC(=CC2CC1)O)CC1=CC=C(C=C1)OCCN1CCN(CC1)CC (6-{2-{Ethyl{4-[2-(4-ethylpiperazin-1-yl)ethoxy]benzyl}amino}-4-methoxyphenyl}-5,6,7,8-tetrahydronaphthalen-2-ol). Isolated yield 18.5%. RXN SMILES: [CH2:1]([N:3]([C:29](=O)[C:30]1[CH:35]=[CH:34][C:33]([OH:36])=[CH:32][CH:31]=1)[C:4]1[CH:9]=[C:8]([O:10][CH3:11])[CH:7]=[CH:6][C:5]=1[CH:12]1[CH2:21][CH2:20][C:19]2[CH:18]=[C:17]([O:22]C(=O)C(C)(C)C)[CH:16]=[CH:15][C:14]=2[CH2:13]1)[CH3:2].Cl[CH2:39][C:40]([N:42]1[CH2:47][CH2:46][N:45]([CH2:48][CH3:49])[CH2:44][CH2:43]1)=O>>[CH2:1]([N:3]([CH2:29][C:30]1[CH:31]=[CH:32][C:33]([O:36][CH2:39][CH2:40][N:42]2[CH2:47][CH2:46][N:45]([CH2:48][CH3:49])[CH2:44][CH2:43]2)=[CH:34][CH:35]=1)[C:4]1[CH:9]=[C:8]([O:10][CH3:11])[CH:7]=[CH:6][C:5]=1[CH:12]1[CH2:21][CH2:20][C:19]2[CH:18]=[C:17]([OH:22])[CH:16]=[CH:15][C:14]=2[CH2:13]1)[CH3:2]. Procedure details: Synthesized from pivalic acid 6-{2-[ethyl(4-hydroxybenzoyl)amino]-4-methoxyphenyl}-5,6,7,8-tetrahydronaphthalen-2-yl ester (26 mg) and 2-chloro-1-(4-ethylpiperazin-1-yl)ethanone (20 mg) according to an analogous synthetic method to Example 404 and purified by LC-MS, the title compound (5.2 mg) was obtained. Starting materials: Cn1c(=O)c(F)c(Nc2ccc(I)cc2F)c2c(=O)n(CC3COC(C)(C)O3)cnc21, CO, Cl. The product is Cn1c(=O)c(F)c(Nc2ccc(I)cc2F)c2c(=O)n(CC(O)CO)cnc21. Reaction SMILES: [CH3:1][C:2]1([CH3:31])[O:3][CH2:4][CH:5]([CH2:7][n:8]2[cH:9][n:10][c:11]3[c:12]([c:13]2=[O:14])[c:15]([NH:22][c:23]2[c:24]([F:30])[cH:25][c:26]([I:29])[cH:27][cH:28]2)[c:16]([F:21])[c:17](=[O:20])[n:18]3[CH3:19])[O:6]1.[CH3:33][OH:34].[ClH:32]>>[OH:3][CH2:4][CH:5]([OH:6])[CH2:7][n:8]1[cH:9][n:10][c:11]2[c:12]([c:13]1=[O:14])[c:15]([NH:22][c:23]1[c:24]([F:30])[cH:25][c:26]([I:29])[cH:27][cH:28]1)[c:16]([F:21])[c:17](=[O:20])[n:18]2[CH3:19]. The reactants are CN(C(=O)COC=1C=C(C=O)C=CC1)C (3-[(dimethylaminocarbonyl)methoxy]benzaldehyde), C(C)(=O)C=1C(N(C(=CC1O)C)C)=O (3-acetyl-4-hydroxy-1,6-dimethyl-2(1H)-pyridinone). Product: OC1=C(C(N(C(=C1)C)C)=O)C(C=CC1=CC(=CC=C1)OCC(=O)N(C)C)=O (4-hydroxy-3-[3-[3-[(dimethylaminocarbonyl)methoxy]phenyl]-1-oxo-2-propenyl]-1,6-dimethyl-2(1H)-pyridinone). The yield is 15.7%. RXN SMILES: [CH3:1][N:2]([CH3:15])[C:3]([CH2:5][O:6][C:7]1[CH:8]=[C:9]([CH:12]=[CH:13][CH:14]=1)[CH:10]=O)=[O:4].[C:16]([C:19]1[C:20](=[O:28])[N:21]([CH3:27])[C:22]([CH3:26])=[CH:23][C:24]=1[OH:25])(=[O:18])[CH3:17]>>[OH:25][C:24]1[CH:23]=[C:22]([CH3:26])[N:21]([CH3:27])[C:20](=[O:28])[C:19]=1[C:16](=[O:18])[CH:17]=[CH:10][C:9]1[CH:12]=[CH:13][CH:14]=[C:7]([O:6][CH2:5][C:3]([N:2]([CH3:15])[CH3:1])=[O:4])[CH:8]=1. Procedure details: According to the same manner as that of Example a-1 except that 4.29 g of 3-[(dimethylaminocarbonyl)methoxy]benzaldehyde was used in place of 3-[(methoxycarbonyl)methoxy]benzaldehyde, and 3.40 g of 3-acetyl-4-hydroxy-1,6-dimethyl-2(1H)-pyridinone was used in place of 3-acetyl-4-hydroxy-6-methyl-2(1H)-pyridinone, 1.09 g of 4-hydroxy-3-[3-[3-[(dimethylaminocarbonyl)methoxy]phenyl]-1-oxo-2-propenyl]-1,6-dimethyl-2(1H)-pyridinone [Compound No. (38a)] was obtained as a yellow crystal. The reactants are C(C)(C)(C)N (t-Butylamine), ClC1=NC(=C(N=C1Cl)C#N)C#N (2,3-dichloro-5,6-dicyanopyrazine), Cl (HCl), O (water). Run in O1CCCC1 (tetrahydrofuran), O1CCCC1 (tetrahydrofuran). Conditions: time 0.5 hour. Product: C(C)(C)(C)NC1=NC(=C(N=C1Cl)C#N)C#N (2-t-Butylamino-3-chloro-5,6-dicyanopyrazine). Reaction SMILES: [C:1]([NH2:5])([CH3:4])([CH3:3])[CH3:2].[Cl:6][C:7]1[C:12](Cl)=[N:11][C:10]([C:14]#[N:15])=[C:9]([C:16]#[N:17])[N:8]=1.O.Cl>O1CCCC1>[C:1]([NH:5][C:12]1[C:7]([Cl:6])=[N:8][C:9]([C:16]#[N:17])=[C:10]([C:14]#[N:15])[N:11]=1)([CH3:4])([CH3:3])[CH3:2]. Reported procedure: t-Butylamine, 7.3 g (.1 mole), in 50 ml of dry tetrahydrofuran was added dropwise under nitrogen to a solution of 10 g (0.05 mole) of 2,3-dichloro-5,6-dicyanopyrazine in 100 ml of tetrahydrofuran. The rate of addition was controlled so that the reactants did not exotherm to greater than 35° C. When the addition was complete, the reactants were stirred an additional half hour and then poured into 1 l. of water. After adjusting the pH to 1-2 with 10% HCl, the precipitated product was filtered and ... The reactants are Cl (hydrochloric acid), [OH-].[Na+] (sodium hydroxide), CO (methanol), C(C1=CC=CC=C1)(=O)NC1=C(C(=O)OC)C=CC(=C1)OC1=CC(=CC=C1)Cl (methyl 2-(benzamido)-4-(3-chlorophenoxy)benzoate). The solvent is O (water), O1CCCC1 (tetrahydrofuran). Run at time 5 hour. Product: C(C1=CC=CC=C1)(=O)NC1=C(C(=O)O)C=CC(=C1)OC1=CC(=CC=C1)Cl (2-(benzamido)-4-(3-chlorophenoxy)benzoic acid). RXN SMILES: [OH-].[Na+].CO.[C:5]([NH:13][C:14]1[CH:23]=[C:22]([O:24][C:25]2[CH:30]=[CH:29][CH:28]=[C:27]([Cl:31])[CH:26]=2)[CH:21]=[CH:20][C:15]=1[C:16]([O:18]C)=[O:17])(=[O:12])[C:6]1[CH:11]=[CH:10][CH:9]=[CH:8][CH:7]=1.Cl>O.O1CCCC1>[C:5]([NH:13][C:14]1[CH:23]=[C:22]([O:24][C:25]2[CH:30]=[CH:29][CH:28]=[C:27]([Cl:31])[CH:26]=2)[CH:21]=[CH:20][C:15]=1[C:16]([OH:18])=[O:17])(=[O:12])[C:6]1[CH:7]=[CH:8][CH:9]=[CH:10][CH:11]=1 |f:0.1|. Reported procedure: 0.16 mL of 2.0 mol/L aqueous sodium hydroxide was added to a mixed solution of 1.0 mL of methanol and 1.0 mL of tetrahydrofuran containing 0.10 g of methyl 2-(benzamido)-4-(3-chlorophenoxy)benzoate while ice-cooled and stirred at room temperature for 5 hours. The reaction mixture was added to water and 1.0 mol/L hydrochloric acid while ice-cooled, and a solid substance was separated by filtration to obtain 92 mg of 2-(benzamido)-4-(3-chlorophenoxy)benzoic acid as white solid.